This data is from the Open Reaction Database (ORD), a public repository of structured organic reaction records. The task is: describe an organic reaction: reactants, conditions, products, and yield Reactants: C(C)(C)(C)OC(N[C@H]1[C@@H](CCCC1)CI)=O (((1R*,2R*)-2-iodomethylcyclohexyl)-carbamic acid tert-butyl ester), C(C1=CC=CC=C1)OC1=C(C=CC(=C1)I)N1CC(N(S1(=O)=O)CC[Si](C)(C)C)=O (5-(2-benzyloxy-4-iodophenyl)-1,1-dioxo-2-(2-trimethylsilanylethyl)-1,2,5-thiadiazolidin-3-one). Yields the product C(C)(C)(C)OC(N[C@H]1[C@@H](CCCC1)CC1=CC(=C(C=C1)N1S(N(C(C1)=O)CC[Si](C)(C)C)(=O)=O)OCC1=CC=CC=C1)=O (((1R*,2S*)-2-{3-Benzyloxy-4-[1,1,4-trioxo-5-(2-trimethylsilanylethyl)-1,2,5-thiadiazolidin-2-yl]-benzyl}-cyclohexyl)-carbamic Acid Tert-butyl Ester). Reaction SMILES: [C:1]([O:5][C:6](=[O:16])[NH:7][C@@H:8]1[CH2:13][CH2:12][CH2:11][CH2:10][C@H:9]1[CH2:14]I)([CH3:4])([CH3:3])[CH3:2].[CH2:17]([O:24][C:25]1[CH:30]=[C:29](I)[CH:28]=[CH:27][C:26]=1[N:32]1[S:36](=[O:38])(=[O:37])[N:35]([CH2:39][CH2:40][Si:41]([CH3:44])([CH3:43])[CH3:42])[C:34](=[O:45])[CH2:33]1)[C:18]1[CH:23]=[CH:22][CH:21]=[CH:20][CH:19]=1>>[C:1]([O:5][C:6](=[O:16])[NH:7][C@@H:8]1[CH2:13][CH2:12][CH2:11][CH2:10][C@H:9]1[CH2:14][C:29]1[CH:28]=[CH:27][C:26]([N:32]2[CH2:33][C:34](=[O:45])[N:35]([CH2:39][CH2:40][Si:41]([CH3:44])([CH3:43])[CH3:42])[S:36]2(=[O:38])=[O:37])=[C:25]([O:24][CH2:17][C:18]2[CH:23]=[CH:22][CH:21]=[CH:20][CH:19]=2)[CH:30]=1)([CH3:4])([CH3:3])[CH3:2]. Reported procedure: The title compound is prepared from ((1R*,2R*)-2-iodomethylcyclohexyl)-carbamic acid tert-butyl ester and 5-(2-benzyloxy-4-iodophenyl)-1,1-dioxo-2-(2-trimethylsilanylethyl)-1,2,5-thiadiazolidin-3-one analogous to the method used in Example 57, step B. Starting materials: COC1=CC=C(C=2N1N=C(N2)N)C2=CC=CC=C2 (5-methoxy-8-phenyl-[1,2,4]triazolo[1,5-a]pyridin-2-yl-amine), FC1=CC=C(C=C1)C(=O)Cl (4-fluoro-phenyl carboxylic acid chloride). The product is FC1=CC=C(C(=O)NC2=NN3C(C(=CC=C3OC)C3=CC=CC=C3)=N2)C=C1 (4-Fluoro-N-(5-methoxy-8-phenyl-[1,2,4]triazolo[1,5-a]pyridin-2-yl)-benzamide). Reaction SMILES: [CH3:1][O:2][C:3]1[N:8]2[N:9]=[C:10]([NH2:12])[N:11]=[C:7]2[C:6]([C:13]2[CH:18]=[CH:17][CH:16]=[CH:15][CH:14]=2)=[CH:5][CH:4]=1.[F:19][C:20]1[CH:25]=[CH:24][C:23]([C:26](Cl)=[O:27])=[CH:22][CH:21]=1>>[F:19][C:20]1[CH:25]=[CH:24][C:23]([C:26]([NH:12][C:10]2[N:11]=[C:7]3[C:6]([C:13]4[CH:14]=[CH:15][CH:16]=[CH:17][CH:18]=4)=[CH:5][CH:4]=[C:3]([O:2][CH3:1])[N:8]3[N:9]=2)=[O:27])=[CH:22][CH:21]=1. Procedure details: According to example 6, the title compound was synthesized from 5-methoxy-8-phenyl-[1,2,4]triazolo[1,5-a]pyridin-2-yl-amine and 4-fluoro-phenyl carboxylic acid chloride. Starting materials: C1(CC1)CCNC(=O)C=1N=NC(=CC1)NC1CNC1 (6-(azetidin-3-ylamino)pyridazine-3-carboxylic acid (2-cyclopropylethyl)amide), FC(C1=C(C(=O)Cl)C=CC=C1)(F)F (2-trifluoromethylbenzoyl chloride), C(C)(C)(C)OC(=O)N1CC(C1)NC=1N=NC(=CC1)C(NCCC1CC1)=O (3-[6-(2-Cyclopropylethylcarbamoyl)pyridazin-3-ylamino]azetidine-1-carboxylic acid tert-butyl ester), FC(C(=O)O)(F)F (trifluoroacetic acid). Run in ClCCl (dichloromethane), C(C)N(CC)CC (triethylamine), ClCCl (dichloromethane). Conditions: time 15 minute. The product is C1(CC1)CCNC(=O)C=1N=NC(=CC1)NC1CN(C1)C(C1=C(C=CC=C1)C(F)(F)F)=O (6-[1-(2-TRIFLUOROMETHYLBENZOYL)AZETIDIN-3-YLAMINO]PYRIDAZINE-3-CARBOXYLIC ACID (2-CYCLOPROPYLETHYL)AMIDE). Isolated yield 57.0%. As a reaction SMILES: C(O[C:6]([N:8]1[CH2:11][CH:10]([NH:12][C:13]2[N:14]=[N:15][C:16]([C:19](=[O:26])[NH:20][CH2:21][CH2:22][CH:23]3[CH2:25][CH2:24]3)=[CH:17][CH:18]=2)[CH2:9]1)=[O:7])(C)(C)C.FC(F)(F)C(O)=O.C1(CCNC(C2N=NC(NC3CNC3)=CC=2)=O)CC1.[F:53][C:54]([F:65])([F:64])[C:55]1[CH:63]=[CH:62][CH:61]=[CH:60][C:56]=1C(Cl)=O>ClCCl.C(N(CC)CC)C>[CH:23]1([CH2:22][CH2:21][NH:20][C:19]([C:16]2[N:15]=[N:14][C:13]([NH:12][CH:10]3[CH2:9][N:8]([C:6](=[O:7])[C:56]4[CH:60]=[CH:61][CH:62]=[CH:63][C:55]=4[C:54]([F:65])([F:64])[F:53])[CH2:11]3)=[CH:18][CH:17]=2)=[O:26])[CH2:24][CH2:25]1. Procedure: 3-[6-(2-Cyclopropylethylcarbamoyl)pyridazin-3-ylamino]azetidine-1-carboxylic acid tert-butyl ester dissolved in dichloromethane (15 mL) was treated with trifluoroacetic acid. The isolated 6-(azetidin-3-ylamino)pyridazine-3-carboxylic acid (2-cyclopropylethyl)amide (0.026 g, 0.100 mmol) was dissolved in dichloromethane (8 mL) and then 2-trifluoromethylbenzoyl chloride (0.022 g, 0.110 mmol) was added at ambient temperature in the presence of triethylamine (0.2 mL). The mixture was stirred at ambie... The reactants are NC1=NC2=CC(=C(C=C2C=C1C(=O)OC)OC)OC (methyl 2-amino-6,7-dimethoxy-3-quinolinecarboxylate), COC(N(C)C)OC (dimethylformamide dimethylacetal), C1(=CC=C(C=C1)S(=O)(=O)O)C (p-toluenesulfonic acid). Solvent: C1(=CC=CC=C1)C (toluene). Yields the product CN(C)\C=N\C1=NC2=CC(=C(C=C2C=C1C(=O)OC)OC)OC (methyl 2-{[(E)-(dimethylamino)methylidene]amino}-6,7-dimethoxy-3-quinolinecarboxylate). Yield: 17.8%. As a reaction SMILES: [NH2:1][C:2]1[C:11]([C:12]([O:14][CH3:15])=[O:13])=[CH:10][C:9]2[C:4](=[CH:5][C:6]([O:18][CH3:19])=[C:7]([O:16][CH3:17])[CH:8]=2)[N:3]=1.CO[CH:22](OC)[N:23]([CH3:25])[CH3:24].C1(C)C=CC(S(O)(=O)=O)=CC=1>C1(C)C=CC=CC=1>[CH3:22][N:23](/[CH:25]=[N:1]/[C:2]1[C:11]([C:12]([O:14][CH3:15])=[O:13])=[CH:10][C:9]2[C:4](=[CH:5][C:6]([O:18][CH3:19])=[C:7]([O:16][CH3:17])[CH:8]=2)[N:3]=1)[CH3:24]. Procedure details: A mixture of methyl 2-amino-6,7-dimethoxy-3-quinolinecarboxylate (3.60 g, 13.04 mmol) and 4.10 g of dimethylformamide dimethylacetal in 60 mL of toluene containing 40 mg of p-toluenesulfonic acid is heated at reflux for 2 hours. Upon cooling to room temperature a solid formed and is collected by filtration to provide 736 mg of methyl 2-{[(E)-(dimethylamino)methylidene]amino}-6,7-dimethoxy-3-quinolinecarboxylate as an off-white solid, mp 166-168° C. Reactants: O.C([O-])(O)=O.[Na+] (sodium bicarbonate water), DMN-AZADO, C(C)(=O)OC=1C(=C(C=CC1)I)OC(C)=O (diacetoxyiodobenzene), CC(CO)(C(CCC1=CC=CC=C1)O)C (2,2-dimethyl-5-phenylpentane-1,3-diol). The solvent is ClCCl (dichloromethane). Run at time 15 minute. Product: OC(C(C=O)(C)C)CCC1=CC=CC=C1 (3-hydroxy-2,2-dimethyl-5-phenylpentanal). Yield: 99.0%. RXN SMILES: C(OC1C(OC(=O)C)=C(I)C=CC=1)(=O)C.[CH3:16][C:17]([CH3:30])([CH:20]([OH:29])[CH2:21][CH2:22][C:23]1[CH:28]=[CH:27][CH:26]=[CH:25][CH:24]=1)[CH2:18][OH:19].O.C(=O)(O)[O-].[Na+]>ClCCl>[OH:29][CH:20]([CH2:21][CH2:22][C:23]1[CH:24]=[CH:25][CH:26]=[CH:27][CH:28]=1)[C:17]([CH3:16])([CH3:30])[CH:18]=[O:19] |f:2.3.4|. Reported procedure: DMN-AZADO (2.00 mg, 0.012 mmol) and diacetoxyiodobenzene (117 mg, 0.362 mmol) were added to a dichloromethane solution (0.24 ml) of 2,2-dimethyl-5-phenylpentane-1,3-diol (50.2 mg, 0.241 mmol), and the mixture was stirred at room temperature for 15 min. This was followed by addition of saturated sodium bicarbonate water (1 ml) and a sodium thiosulfate solution (1 ml), and extraction with diethyl ether. The organic layer was washed with saturated brine, and dried over magnesium sulfate. The solven... RXN SMILES: [CH3:26][O-:27].[CH3:30][CH2:31][O:32][C:33](=[O:34])[CH3:35].[CH3:36][OH:37].[N+:1]([c:2]1[cH:3][c:4]([N+:5]([O-:6])=[O:7])[cH:8][cH:9][c:10]1[S:13][c:14]1[n:15][n:16][n:17][n:18]1[CH2:19][CH2:20][NH:21][S:22](=[O:23])(=[O:24])[CH3:25])([O-:11])=[O:12].[Na+:28].[OH2:29]>>[SH:13][c:14]1[n:15][n:16][n:17][n:18]1[CH2:19][CH2:20][NH:21][S:22](=[O:23])(=[O:24])[CH3:25]. Yields the product CS(=O)(=O)NCCn1nnnc1S. Starting materials: C[O-], CCOC(C)=O, CO, CS(=O)(=O)NCCn1nnnc1Sc1ccc([N+](=O)[O-])cc1[N+](=O)[O-], [Na+], O. The reactants are O=C=NC(=O)Cc1ccc(F)cc1, CN(C)CC1CCN(C(=O)Nc2cc(Oc3ccc(N)cc3F)ccn2)CC1, C1CCOC1. The product is CN(C)CC1CCN(C(=O)Nc2cc(Oc3ccc(NC(=O)NC(=O)Cc4ccc(F)cc4)cc3F)ccn2)CC1. RXN SMILES: [F:29][c:30]1[cH:31][cH:32][c:33]([CH2:36][C:37](=[O:38])[N:39]=[C:40]=[O:41])[cH:34][cH:35]1.[NH2:1][c:2]1[cH:3][c:4]([F:28])[c:5]([O:6][c:7]2[cH:8][c:9]([NH:13][C:14](=[O:15])[N:16]3[CH2:17][CH2:18][CH:19]([CH2:22][N:23]([CH3:24])[CH3:25])[CH2:20][CH2:21]3)[n:10][cH:11][cH:12]2)[cH:26][cH:27]1.[O:42]1[CH2:43][CH2:44][CH2:45][CH2:46]1>>[NH:1]([c:2]1[cH:3][c:4]([F:28])[c:5]([O:6][c:7]2[cH:8][c:9]([NH:13][C:14](=[O:15])[N:16]3[CH2:17][CH2:18][CH:19]([CH2:22][N:23]([CH3:24])[CH3:25])[CH2:20][CH2:21]3)[n:10][cH:11][cH:12]2)[cH:26][cH:27]1)[C:40]([NH:39][C:37]([CH2:36][c:33]1[cH:32][cH:31][c:30]([F:29])[cH:35][cH:34]1)=[O:38])=[O:41]. Starting materials: C(=O)(O)[O-].[Na+] (NaHCO3), BrC=1C(=C(C=CC1)N1N=C(C(C(=C1)OC)=O)C1=CC=NN1C1=CC=CC=C1)F (1-(3-bromo-2-fluorophenyl)-5-methoxy-3-(1-phenyl-1H-pyrazol-5-yl)pyridazin-4(1H)-one), Cl.FC1(CNCC1(F)F)F (3,3,4,4-tetrafluoropyrrolidine hydrochloride), CC(C)([O-])C.[Na+] (sodium tert-butoxide), CC1(C2=C(C(=CC=C2)P(C3=CC=CC=C3)C4=CC=CC=C4)OC5=C(C=CC=C51)P(C6=CC=CC=C6)C7=CC=CC=C7)C (Xantphos). Reagents/catalysts: C=1C=CC(=CC1)/C=C/C(=O)/C=C/C2=CC=CC=C2.C=1C=CC(=CC1)/C=C/C(=O)/C=C/C2=CC=CC=C2.C=1C=CC(=CC1)/C=C/C(=O)/C=C/C2=CC=CC=C2.[Pd].[Pd] (tris(dibenzylideneacetone)dipalladium(0)). Run in O1CCOCC1 (1,4-dioxane). Reaction conditions: temperature 90 celsius. Product: FC1=C(C=CC=C1N1CC(C(C1)(F)F)(F)F)N1N=C(C(C(=C1)OC)=O)C1=CC=NN1C1=CC=CC=C1 (1-[2-Fluoro-3-(3,3,4,4-tetrafluoropyrrolidin-1-yl)phenyl]-5-methoxy-3-(1-phenyl-1H-pyrazol-5-yl)pyridazin-4(1H)-one). Yield: 37.9%. Reaction SMILES: Br[C:2]1[C:3]([F:28])=[C:4]([N:8]2[CH:13]=[C:12]([O:14][CH3:15])[C:11](=[O:16])[C:10]([C:17]3[N:21]([C:22]4[CH:27]=[CH:26][CH:25]=[CH:24][CH:23]=4)[N:20]=[CH:19][CH:18]=3)=[N:9]2)[CH:5]=[CH:6][CH:7]=1.Cl.[F:30][C:31]1([F:38])[C:35]([F:37])([F:36])[CH2:34][NH:33][CH2:32]1.CC(C)([O-])C.[Na+].CC1(C)C2C(=C(P(C3C=CC=CC=3)C3C=CC=CC=3)C=CC=2)OC2C(P(C3C=CC=CC=3)C3C=CC=CC=3)=CC=CC1=2.C([O-])(O)=O.[Na+]>O1CCOCC1.C1C=CC(/C=C/C(/C=C/C2C=CC=CC=2)=O)=CC=1.C1C=CC(/C=C/C(/C=C/C2C=CC=CC=2)=O)=CC=1.C1C=CC(/C=C/C(/C=C/C2C=CC=CC=2)=O)=CC=1.[Pd].[Pd]>[F:28][C:3]1[C:2]([N:33]2[CH2:34][C:35]([F:37])([F:36])[C:31]([F:38])([F:30])[CH2:32]2)=[CH:7][CH:6]=[CH:5][C:4]=1[N:8]1[CH:13]=[C:12]([O:14][CH3:15])[C:11](=[O:16])[C:10]([C:17]2[N:21]([C:22]3[CH:27]=[CH:26][CH:25]=[CH:24][CH:23]=3)[N:20]=[CH:19][CH:18]=2)=[N:9]1 |f:1.2,3.4,6.7,9.10.11.12.13|. Procedure: A suspension of 1-(3-bromo-2-fluorophenyl)-5-methoxy-3-(1-phenyl-1H-pyrazol-5-yl)pyridazin-4(1H)-one (221 mg, 0.500 mmol), 3,3,4,4-tetrafluoropyrrolidine hydrochloride (108 mg, 0.600 mmol), sodium tert-butoxide (125 mg, 1.300 mmol), Xantphos (23 mg, 0.040 mmol), and tris(dibenzylideneacetone)dipalladium(0) (9 mg, 0.010 mmol) in 1,4-dioxane (2.5 mL) was stirred at 90° C. under Ar atmosphere. The reaction mixture was poured into 5% NaHCO3 aqueous solution (20 mL) and extracted with AcOEt (20 mL×3)...